This data is from the Open Reaction Database (ORD), a public repository of structured organic reaction records. The task is: describe an organic reaction: reactants, conditions, products, and yield Reactants: C(C)OC=1C(=CC=2C=CCC(C2C1)(C)C)C(C)=O (1-(3-ethoxy-5,5-dimethyl-5,6-dihydro-naphthalen-2-yl)-ethanone), C(C)(C)[N-]C(C)C.[Li+] (lithium diisopropylamide), CI (methyl iodide). The solvent is C1CCOC1 (THF). Reaction conditions: temperature -78 celsius, time 2 hour. Yields the product C(C)OC=1C(=CC=2C=CCC(C2C1)(C)C)C(CC)=O (1-(3-Ethoxy-5,5-dimethyl-5,6-dihydro-naphthalen-2-yl)-propan-1-one). As a reaction SMILES: [CH2:1]([O:3][C:4]1[C:5]([C:16](=[O:18])[CH3:17])=[CH:6][C:7]2[CH:8]=[CH:9][CH2:10][C:11]([CH3:15])([CH3:14])[C:12]=2[CH:13]=1)[CH3:2].[CH:19]([N-]C(C)C)(C)C.[Li+].CI>C1COCC1>[CH2:1]([O:3][C:4]1[C:5]([C:16](=[O:18])[CH2:17][CH3:19])=[CH:6][C:7]2[CH:8]=[CH:9][CH2:10][C:11]([CH3:14])([CH3:15])[C:12]=2[CH:13]=1)[CH3:2] |f:1.2|. Procedure: To a solution of 1-(3-ethoxy-5,5-dimethyl-5,6-dihydro-naphthalen-2-yl)-ethanone (Compound A-25, 0.17 g, 0.68 mmol) in THF (33 mL) at −78° C. was added lithium diisopropylamide (1.5 M in cyclohexane, 0.55 mL 0.82 mmol). The cold bath was removed and the mixture was stirred for 2 h. The mixture was cooled to −78° C. again and methyl iodide (0.13 mL, 2.04 mmol) was added. The mixture was stirred at room temperature for 12 h then quenched with a saturated solution of NH4Cl and extracted with diethyl... The reactants are C(CCCCCCCCCCCCCCCCC)(=O)OCC(COC(CCCCCCCCCCCCCCCCC)=O)OC(CCCCC1C[C@H]2[C@H](C[C@H]([C@@H]2\C=C\[C@H](CCCCC)OC2OCCCC2)OC2OCCCC2)S1)=O ((13E)-(6RS,9α,11α,15S)-6,9-epithio-11,15-bis-(tetrahydropyran-2-yloxy)prost-13-enoic acid 1,3-bisstearoyloxy-2-propyl ester). The solvent is CO (methanol). Run at temperature 50 celsius, time 1.5 hour. Yields the product C(CCCCCCCCCCCCCCCCC)(=O)OCC(COC(CCCCCCCCCCCCCCCCC)=O)OC(CCCCC1C[C@H]2[C@H](C[C@H]([C@@H]2\C=C\[C@H](CCCCC)O)O)S1)=O ((13E)-(6RS,9α,11α,15S)-6,9-Epithio-11,15-dihydroxyprost-13-enoic acid 1,3-bisstearoyloxy-2-propyl ester). Isolated yield 66.6%. As a reaction SMILES: [C:1]([O:20][CH2:21][CH:22]([O:44][C:45](=[O:80])[CH2:46][CH2:47][CH2:48][CH2:49][CH:50]1[S:79][C@H:53]2[CH2:54][C@@H:55]([O:72]C3CCCCO3)[C@H:56](/[CH:57]=[CH:58]/[C@@H:59]([O:65]C3CCCCO3)[CH2:60][CH2:61][CH2:62][CH2:63][CH3:64])[C@H:52]2[CH2:51]1)[CH2:23][O:24][C:25](=[O:43])[CH2:26][CH2:27][CH2:28][CH2:29][CH2:30][CH2:31][CH2:32][CH2:33][CH2:34][CH2:35][CH2:36][CH2:37][CH2:38][CH2:39][CH2:40][CH2:41][CH3:42])(=[O:19])[CH2:2][CH2:3][CH2:4][CH2:5][CH2:6][CH2:7][CH2:8][CH2:9][CH2:10][CH2:11][CH2:12][CH2:13][CH2:14][CH2:15][CH2:16][CH2:17][CH3:18]>CO>[C:1]([O:20][CH2:21][CH:22]([O:44][C:45](=[O:80])[CH2:46][CH2:47][CH2:48][CH2:49][CH:50]1[S:79][C@H:53]2[CH2:54][C@@H:55]([OH:72])[C@H:56](/[CH:57]=[CH:58]/[C@@H:59]([OH:65])[CH2:60][CH2:61][CH2:62][CH2:63][CH3:64])[C@H:52]2[CH2:51]1)[CH2:23][O:24][C:25](=[O:43])[CH2:26][CH2:27][CH2:28][CH2:29][CH2:30][CH2:31][CH2:32][CH2:33][CH2:34][CH2:35][CH2:36][CH2:37][CH2:38][CH2:39][CH2:40][CH2:41][CH3:42])(=[O:19])[CH2:2][CH2:3][CH2:4][CH2:5][CH2:6][CH2:7][CH2:8][CH2:9][CH2:10][CH2:11][CH2:12][CH2:13][CH2:14][CH2:15][CH2:16][CH2:17][CH3:18]. Procedure: Under an atmosphere of nitrogen, a mixture of 51 mg of (13E)-(6RS,9α,11α,15S)-6,9-epithio-11,15-bis-(tetrahydropyran-2-yloxy)prost-13-enoic acid 1,3-bisstearoyloxy-2-propyl ester, 2.5 mg of p-toluenesulphonic acid-pyridine complex and 2 ml of methanol was stirred at 50° C. for 1.5 hours, and then concentrated under reduced pressure. The residue was purified by column chromatography on silica gel using a mixture of cyclohexane and ethyl acetate (2:1) as eluent to give 29 mg of the title compound ... The reactants are ClC1=C2CC(N(C2=CC=C1B1OC(C(O1)(C)C)(C)C)C)=O (4-chloro-1-methyl-5-(4,4,5,5-tetramethyl-[1,3,2]dioxaborolan-2-yl)-1,3-dihydro-indol-2-one), BrC=1C=NC=C(C1)OCC (3-bromo-5-ethoxy-pyridine), COCCOC (1,2-dimethoxyethane), C([O-])([O-])=O.[Na+].[Na+] (sodium carbonate), polystyrene triphenylphosphine palladium (0), PPh3 Pd(0). Reagents/catalysts: C=1C=CC(=CC1)[P](C=2C=CC=CC2)(C=3C=CC=CC3)[Pd]([P](C=4C=CC=CC4)(C=5C=CC=CC5)C=6C=CC=CC6)([P](C=7C=CC=CC7)(C=8C=CC=CC8)C=9C=CC=CC9)[P](C=1C=CC=CC1)(C=1C=CC=CC1)C=1C=CC=CC1 (tetrakis(triphenylphosphine)palladium(0)). Run in ClCCl (dichloromethane). Conditions: temperature 115 celsius. The product is ClC1=C2CC(N(C2=CC=C1C=1C=NC=C(C1)OCC)C)=O (4-chloro-5-(5-ethoxy-pyridin-3-yl)-1-methyl-1,3-dihydro-indol-2-one). As a reaction SMILES: [Cl:1][C:2]1[C:10](B2OC(C)(C)C(C)(C)O2)=[CH:9][CH:8]=[C:7]2[C:3]=1[CH2:4][C:5](=[O:21])[N:6]2[CH3:20].Br[C:23]1[CH:24]=[N:25][CH:26]=[C:27]([O:29][CH2:30][CH3:31])[CH:28]=1.COCCOC.C(=O)([O-])[O-].[Na+].[Na+]>ClCCl.C1C=CC([P]([Pd]([P](C2C=CC=CC=2)(C2C=CC=CC=2)C2C=CC=CC=2)([P](C2C=CC=CC=2)(C2C=CC=CC=2)C2C=CC=CC=2)[P](C2C=CC=CC=2)(C2C=CC=CC=2)C2C=CC=CC=2)(C2C=CC=CC=2)C2C=CC=CC=2)=CC=1>[Cl:1][C:2]1[C:10]([C:23]2[CH:24]=[N:25][CH:26]=[C:27]([O:29][CH2:30][CH3:31])[CH:28]=2)=[CH:9][CH:8]=[C:7]2[C:3]=1[CH2:4][C:5](=[O:21])[N:6]2[CH3:20] |f:3.4.5,^1:50,52,71,90|. Procedure: To 4-chloro-1-methyl-5-(4,4,5,5-tetramethyl-[1,3,2]dioxaborolan-2-yl)-1,3-dihydro-indol-2-one (95 mg, 0.31 mmol) was added 3-bromo-5-ethoxy-pyridine (CAS#17117-17-8, 69 mg, 0.34 mmol), 1,2-dimethoxyethane (3.0 mL), and 2 M aqueous sodium carbonate (0.390 mL, 0.77 mmol). The reaction mixture was degassed and placed under an argon atmosphere, at which time resin bound tetrakis(triphenylphosphine)palladium(0), specifically polystyrene triphenylphosphine palladium (0) [PS—PPh3-Pd(0) (Biotage), 0.11 ... Starting materials: OC=1C(=C2CCCC(C2=CC1)=O)CS(=O)(=O)C1=NC=CC=C1 (6-Hydroxy-5-(pyridine-2-sulfonylmethyl)-3,4-dihydro-2H-naphthalen-1-one), FC1=C(C=CC(=C1)F)[C@H](CN1C=NC=C1)O ((R)-1-(2,4-difluoro-phenyl)-2-Imidazol-1-yl-ethanol). Yields the product FC1=C(C=CC(=C1)F)[C@@H](CN1C=NC=C1)OC=1C(=C2CCCC(C2=CC1)=O)CS(=O)(=O)C1=NC=CC=C1 ((S)-6-[-1-(2,4-Difluoro-phenyl)-2-imidazol-1-yl-1-ethoxy]-5-(pyridin-2-ylsulfonylmethyl)-3,4-dihydro-2H-naphthalen-1-one). RXN SMILES: [OH:1][C:2]1[C:3]([CH2:13][S:14]([C:17]2[CH:22]=[CH:21][CH:20]=[CH:19][N:18]=2)(=[O:16])=[O:15])=[C:4]2[C:9](=[CH:10][CH:11]=1)[C:8](=[O:12])[CH2:7][CH2:6][CH2:5]2.[F:23][C:24]1[CH:29]=[C:28]([F:30])[CH:27]=[CH:26][C:25]=1[C@@H:31](O)[CH2:32][N:33]1[CH:37]=[CH:36][N:35]=[CH:34]1>>[F:23][C:24]1[CH:29]=[C:28]([F:30])[CH:27]=[CH:26][C:25]=1[C@H:31]([O:1][C:2]1[C:3]([CH2:13][S:14]([C:17]2[CH:22]=[CH:21][CH:20]=[CH:19][N:18]=2)(=[O:16])=[O:15])=[C:4]2[C:9](=[CH:10][CH:11]=1)[C:8](=[O:12])[CH2:7][CH2:6][CH2:5]2)[CH2:32][N:33]1[CH:37]=[CH:36][N:35]=[CH:34]1. Reported procedure: The title compound was prepared using the procedure of Example 10, step (b) using 6-Hydroxy-5-(pyridine-2-sulfonylmethyl)-3,4-dihydro-2H-naphthalen-1-one and (R)-1-(2,4-difluoro-phenyl)-2-Imidazol-1-yl-ethanol. Starting materials: [Al+3], O=C(C1CC1)N1Cc2ccccc2C2(Cc3ccccc3O2)C1, Cl, [H-], [H-], [H-], [H-], [Li+], C1CCOC1. Product: c1ccc2c(c1)CC1(CN(CC3CC3)Cc3ccccc31)O2, Cl. As a reaction SMILES: [Al+3:2].[CH:7]1([C:10](=[O:11])[N:12]2[CH2:13][c:14]3[cH:15][cH:16][cH:17][cH:18][c:19]3[C:20]3([O:21][c:22]4[c:23]([cH:25][cH:26][cH:27][cH:28]4)[CH2:24]3)[CH2:29]2)[CH2:8][CH2:9]1.[ClH:30].[H-:1].[H-:4].[H-:5].[H-:6].[Li+:3].[O:31]1[CH2:32][CH2:33][CH2:34][CH2:35]1>>[CH:7]1([CH2:10][N:12]2[CH2:13][c:14]3[cH:15][cH:16][cH:17][cH:18][c:19]3[C:20]3([O:21][c:22]4[c:23]([cH:25][cH:26][cH:27][cH:28]4)[CH2:24]3)[CH2:29]2)[CH2:8][CH2:9]1.[ClH:30]. The reactants are Cl, CNC(=O)c1c(-c2ccc(F)cc2)oc2ccc(-c3cc(C(=O)O)c(OC)cc3C)cc12, CN(C)C=O, O, NC1(c2ccncn2)CC1. Product: CNC(=O)c1c(-c2ccc(F)cc2)oc2ccc(-c3cc(C(=O)NC4(c5ccncn5)CC4)c(OC)cc3C)cc12. RXN SMILES: [ClH:43].[F:1][c:2]1[cH:3][cH:4][c:5](-[c:8]2[o:9][c:10]3[c:11]([c:12]2[C:13]([NH:14][CH3:15])=[O:16])[cH:17][c:18](-[c:21]2[c:22]([CH3:32])[cH:23][c:24]([O:30][CH3:31])[c:25]([C:26](=[O:27])[OH:28])[cH:29]2)[cH:19][cH:20]3)[cH:6][cH:7]1.[O:44]=[CH:45][N:46]([CH3:47])[CH3:48].[OH2:49].[n:33]1[cH:34][n:35][c:36]([C:39]2([NH2:42])[CH2:40][CH2:41]2)[cH:37][cH:38]1>>[F:1][c:2]1[cH:3][cH:4][c:5](-[c:8]2[o:9][c:10]3[c:11]([c:12]2[C:13]([NH:14][CH3:15])=[O:16])[cH:17][c:18](-[c:21]2[c:22]([CH3:32])[cH:23][c:24]([O:30][CH3:31])[c:25]([C:26](=[O:27])[NH:42][C:39]4([c:36]5[n:35][cH:34][n:33][cH:38][cH:37]5)[CH2:40][CH2:41]4)[cH:29]2)[cH:19][cH:20]3)[cH:6][cH:7]1. The reactants are O=c1ncc(Br)c[nH]1, C=CCN=C=O, CN(C)C=O. Yields the product C=CCNC(=O)n1cc(Br)cnc1=O. As a reaction SMILES: [Br:1][c:2]1[cH:3][n:4][c:5](=[O:8])[nH:6][cH:7]1.[CH2:9]([CH:10]=[CH2:11])[N:12]=[C:13]=[O:14].[O:15]=[CH:16][N:17]([CH3:18])[CH3:19]>>[Br:1][c:2]1[cH:3][n:4]([C:13]([NH:12][CH2:9][CH:10]=[CH2:11])=[O:14])[c:5](=[O:8])[n:6][cH:7]1. Reactants: O=O (oxygen), [N+](=O)[O-] (nitrogen dioxide), [N+](=O)([O-])C1=CC=C(C=C1)C (p-nitrotoluene), ferric chloride, liquid, [N+](=O)([O-])C1=C(C=CC=C1)C (o-nitrotoluene). The solvent is C1(=CC=CC=C1)C (toluene), C1(=CC=CC=C1)C (toluene). Conditions: temperature 60 celsius, time 30 minute. The product is [N+](=O)([O-])C1=C(C=CC(=C1)[N+](=O)[O-])C (2,4-dinitro-toluene), [N+](=O)([O-])C1=C(C(=CC=C1)[N+](=O)[O-])C (2,6-dinitrotoluene). As a reaction SMILES: [N+]([O-])=O.O=O.[N+:6]([C:9]1[CH:14]=[CH:13][CH:12]=[CH:11][C:10]=1[CH3:15])([O-:8])=[O:7].[N+:16](C1C=CC(C)=CC=1)([O-:18])=[O:17]>C1(C)C=CC=CC=1>[N+:6]([C:9]1[CH:14]=[C:13]([N+:16]([O-:18])=[O:17])[CH:12]=[CH:11][C:10]=1[CH3:15])([O-:8])=[O:7].[N+:6]([C:9]1[CH:14]=[CH:13][CH:12]=[C:11]([N+:16]([O-:18])=[O:17])[C:10]=1[CH3:15])([O-:8])=[O:7] |^1:0|. Reported procedure: After supplying 0.2 mol of toluene and 0.002 mol of ferric chloride to an autoclave, 0.9 mol of liquid nitrogen dioxide was added to the autoclave. Next, oxygen was injected at a pressure of 120 psi. At first the reactants were reacted at room temperature. After 30 minutes, the autoclave was heated to 60° C. and then the reactants were reacted for 3 hours. After the initial 30 minutes, all of toluene was converted into o-nitrotoluene and p-nitrotoluene at a ratio of 55:45, respectively. After 3 ... The reactants are N[C@@H](CC(N)=O)C(=O)N[C@@H](CCC(N)=O)C(=O)N[C@@H](CCC(OCC1=CC=CC=C1)=O)C(=O)N[C@@H](CCCNC(N)=N)C(=O)NCC(=O)O (H-Asn-Gln-Glu(OBzl)-Arg-Gly-OH), CC(C)(C)OC(=O)N[C@@H](CO)C(=O)OCC1=CC=C(C=C1)[N+](=O)[O-] (Boc-Ser-ONb). Run in FC(C(=O)[O-])(F)F (trifluoroacetate). Product: N[C@@H](CO)C(=O)N[C@@H](CC(N)=O)C(=O)N[C@@H](CCC(N)=O)C(=O)N[C@@H](CCC(OCC1=CC=CC=C1)=O)C(=O)N[C@@H](CCCNC(N)=N)C(=O)NCC(=O)O (H-Ser-Asn-Gln-Glu(OBzl)-Arg-Gly-OH). As a reaction SMILES: [NH2:1][C@H:2]([C:7]([NH:9][C@H:10]([C:16]([NH:18][C@H:19]([C:32]([NH:34][C@H:35]([C:43]([NH:45][CH2:46][C:47]([OH:49])=[O:48])=[O:44])[CH2:36][CH2:37][CH2:38][NH:39][C:40](=[NH:42])[NH2:41])=[O:33])[CH2:20][CH2:21][C:22](=[O:31])[O:23][CH2:24][C:25]1[CH:30]=[CH:29][CH:28]=[CH:27][CH:26]=1)=[O:17])[CH2:11][CH2:12][C:13](=[O:15])[NH2:14])=[O:8])[CH2:3][C:4](=[O:6])[NH2:5].CC(OC([NH:57][C@H:58]([C:61](OCC1C=CC([N+]([O-])=O)=CC=1)=[O:62])[CH2:59][OH:60])=O)(C)C>FC(F)(F)C([O-])=O>[NH2:57][C@H:58]([C:59]([NH:1][C@H:2]([C:7]([NH:9][C@H:10]([C:16]([NH:18][C@H:19]([C:32]([NH:34][C@H:35]([C:43]([NH:45][CH2:46][C:47]([OH:49])=[O:48])=[O:44])[CH2:36][CH2:37][CH2:38][NH:39][C:40](=[NH:41])[NH2:42])=[O:33])[CH2:20][CH2:21][C:22](=[O:31])[O:23][CH2:24][C:25]1[CH:26]=[CH:27][CH:28]=[CH:29][CH:30]=1)=[O:17])[CH2:11][CH2:12][C:13](=[O:15])[NH2:14])=[O:8])[CH2:3][C:4](=[O:6])[NH2:5])=[O:60])[CH2:61][OH:62]. Procedure details: Likewise under the conditions of Example II-2 and from 806 g of H-Asn-Gln-Glu(OBzl)-Arg-Gly-OH and 366 g of Boc-Ser-ONb, the product is obtained, monitored by NMR and TLC with a yield of 688 g (77%) and in trifluoroacetate form. Starting materials: CS(=O)(=O)O, CC(C)(C)[O-], CCO, CNO, Cl, [K+], O=C1c2ccccc2COc2ccc(CCO)cc21. Yields the product CN(O)CCc1ccc2c(c1)C(=O)c1ccccc1CO2. Reaction SMILES: [CH3:11][S:12]([OH:13])(=[O:14])=[O:15].[CH3:1][C:2]([CH3:3])([O-:4])[CH3:5].[CH3:35][CH2:36][OH:37].[CH3:8][NH:9][OH:10].[ClH:7].[K+:6].[O:16]=[C:17]1[c:18]2[c:19]([cH:28][cH:29][c:30]([CH2:32][CH2:33][OH:34])[cH:31]2)[O:20][CH2:21][c:22]2[c:23]1[cH:24][cH:25][cH:26][cH:27]2>>[CH3:8][N:9]([OH:10])[CH2:33][CH2:32][c:30]1[cH:29][cH:28][c:19]2[c:18]([cH:31]1)[C:17](=[O:16])[c:23]1[c:22]([cH:27][cH:26][cH:25][cH:24]1)[CH2:21][O:20]2.